From a dataset of the Open Reaction Database (ORD), a public repository of structured organic reaction records. describe an organic reaction: reactants, conditions, products, and yield Yield: 73.0%. Solvent: C(C)O (ethanol). As a reaction SMILES: [BH4-].[Na+].C([O:5][C:6]([C:8]1[CH:13]=[CH:12][C:11]([CH3:14])=[C:10]([Cl:15])[N:9]=1)=O)C.[Cl-].[Na+]>C(O)C>[Cl:15][C:10]1[N:9]=[C:8]([CH2:6][OH:5])[CH:13]=[CH:12][C:11]=1[CH3:14] |f:0.1,3.4|. Product: ClC1=C(C=CC(=N1)CO)C ((6-chloro-5-methylpyridin-2-yl)methanol). Reaction conditions: time 4 hour. Reactants: [BH4-].[Na+] (sodium borohydride), C(C)OC(=O)C1=NC(=C(C=C1)C)Cl (6-chloro-5-methylpyridine-2-carboxylic acid ethyl ester), [Cl-].[Na+] (sodium chloride). Procedure details: 0.40 g of sodium borohydride (10.5 mmol) is added in portions to a solution of 1.20 g of 6-chloro-5-methylpyridine-2-carboxylic acid ethyl ester (6.00 mmol) and 10 ml of ethanol maintained at room temperature. The mixture is stirred for 4 hours and then the mixture is poured into an aqueous solution of sodium chloride and the mixture is extracted with ethyl acetate. The organic phase is dried over sodium sulfate, filtered and concentrated under vacuum. The title product is isolated by chromatogr... Reactants: ClC=1C=CC2=C(C(=NC(C(N2)=S)C)C2=CC=CC=C2)C1 (7-chloro-1,3-dihydro-3-methyl-5-phenyl-2H-1,4 -benzodiazepine-2-thione), C1(=CC=CC=C1)CC(=O)NN (phenyl acetic acid hydrazide), N#N (N2). Run in C(CCC)O (butanol). Product: ClC=1C=CC2=C(C=NC(C=3N2C(=NN3)CC3=CC=CC=C3)C)C1 (8-Chloro-4-methyl-1-phenylmethyl-4H-[1,2,4]triazolo[4,3-a][1,4]benzodiazepine). Isolated yield 48.0%. As a reaction SMILES: [Cl:1][C:2]1[CH:3]=[CH:4][C:5]2[NH:11][C:10](=S)[CH:9]([CH3:13])[N:8]=[C:7](C3C=CC=CC=3)[C:6]=2[CH:20]=1.[C:21]1([CH2:27][C:28]([NH:30][NH2:31])=O)[CH:26]=[CH:25][CH:24]=[CH:23][CH:22]=1.N#N>C(O)CCC>[Cl:1][C:2]1[CH:3]=[CH:4][C:5]2[N:11]3[C:28]([CH2:27][C:21]4[CH:26]=[CH:25][CH:24]=[CH:23][CH:22]=4)=[N:30][N:31]=[C:10]3[CH:9]([CH3:13])[N:8]=[CH:7][C:6]=2[CH:20]=1. Procedure: A stirred mixture of 7-chloro-1,3-dihydro-3-methyl-5-phenyl-2H-1,4 -benzodiazepine-2-thione (3.0 g, 0.01 mol), phenyl acetic acid hydrazide (4.95 g, 0.033 mol) and butanol (150 ml) was refluxed for 16 hours while N2 was being bubbled through the mixture. The reaction mixture was concentrated under high vacuum, and the residue mixed with iced H2O. The product was filtered and dissolved in CH2Cl2. The CH2Cl2 was washed with dilute HCl and brine, dried over Na2SO4 and concentrated in vacuo. At this... Starting materials: OC1=C(C(=O)C2=C(C=C(C=C2)O)O)C=CC(=C1)O (2,2′,4,4′-tetrahydroxybenzophenone), C(C)(=O)[O-].[Na+] (sodium acetate), Cl.ClC1=C(C=C(C=C1)Cl)NN (2,5-dichlorophenylhydrazine hydrochloride). Product: ClC1=C(C=C(C=C1)Cl)N1N=C(C2=CC=C(C=C12)O)C1=C(C=C(C=C1)O)O (4-[1-(2,5-dichlorophenyl)-6-hydroxy-1H-indazol-3-yl]benzene-1,3-diol). The yield is 20.5%. Reaction SMILES: O[C:2]1[CH:17]=[C:16]([OH:18])[CH:15]=[CH:14][C:3]=1[C:4]([C:6]1[CH:11]=[CH:10][C:9]([OH:12])=[CH:8][C:7]=1[OH:13])=O.C([O-])(=O)C.[Na+].Cl.[Cl:25][C:26]1[CH:31]=[CH:30][C:29]([Cl:32])=[CH:28][C:27]=1[NH:33][NH2:34]>>[Cl:25][C:26]1[CH:31]=[CH:30][C:29]([Cl:32])=[CH:28][C:27]=1[N:33]1[C:2]2[C:3](=[CH:14][CH:15]=[C:16]([OH:18])[CH:17]=2)[C:4]([C:6]2[CH:11]=[CH:10][C:9]([OH:12])=[CH:8][C:7]=2[OH:13])=[N:34]1 |f:1.2,3.4|. Procedure details: Prepared according to Method B from 2,2′,4,4′-tetrahydroxybenzophenone (0.4 g, 1.6 mmol), sodium acetate (0.27 g, 3 mmol) and 2,5-dichlorophenylhydrazine hydrochloride (0.45 g, 2.5 mmol) to give 0.127 g of product as a beige solid (mp 78–80° C.).